This data is from the Open Reaction Database (ORD), a public repository of structured organic reaction records. The task is: describe an organic reaction: reactants, conditions, products, and yield The reactants are COC=1C=CC(=CC1)P2(=S)SP(=S)(S2)C=3C=CC(=CC3)OC (Lawesson's reagent), N1=CC=C(C=C1)C1=CC=2N(C=C1)C(=CN2)C2=CC=C(C=C2)CC(=O)NC2=CC(=CC=C2)C(F)(F)F (2-[4-(7-pyridin-4-yl-imidazo[1,2-a]pyridin-3-yl)-phenyl]-N-(3-trifluoromethyl-phenyl)-acetamide), CO (methanol). Solvent: CN(P(=O)(N(C)C)N(C)C)C (hexamethylphosphoramide). Reaction conditions: temperature 80 celsius, time 8 hour. Yields the product N1=CC=C(C=C1)C1=CC=2N(C=C1)C(=CN2)C2=CC=C(C=C2)CC(=S)NC2=CC(=CC=C2)C(F)(F)F (2-[4-(7-Pyridin-4-yl-imidazo[1,2-a]pyridin-3-yl)-phenyl]-N-(3-trifluoromethyl-phenyl)-thioacetamide). Yield: 31.3%. Reaction SMILES: COC1C=CC(P2(SP(C3C=CC(OC)=CC=3)(=S)S2)=[S:10])=CC=1.[N:23]1[CH:28]=[CH:27][C:26]([C:29]2[CH:34]=[CH:33][N:32]3[C:35]([C:38]4[CH:43]=[CH:42][C:41]([CH2:44][C:45]([NH:47][C:48]5[CH:53]=[CH:52][CH:51]=[C:50]([C:54]([F:57])([F:56])[F:55])[CH:49]=5)=O)=[CH:40][CH:39]=4)=[CH:36][N:37]=[C:31]3[CH:30]=2)=[CH:25][CH:24]=1.CO>CN(C)P(N(C)C)(N(C)C)=O>[N:23]1[CH:28]=[CH:27][C:26]([C:29]2[CH:34]=[CH:33][N:32]3[C:35]([C:38]4[CH:43]=[CH:42][C:41]([CH2:44][C:45]([NH:47][C:48]5[CH:53]=[CH:52][CH:51]=[C:50]([C:54]([F:57])([F:56])[F:55])[CH:49]=5)=[S:10])=[CH:40][CH:39]=4)=[CH:36][N:37]=[C:31]3[CH:30]=2)=[CH:25][CH:24]=1. Procedure: Add Lawesson's reagent (0.246 g, 0.61 mmol, 1.2 eq.) to the solution of 2-[4-(7-pyridin-4-yl-imidazo[1,2-a]pyridin-3-yl)-phenyl]-N-(3-trifluoromethyl-phenyl)-acetamide (0.240 g, 0.51 mmol, 1.0 eq.) in hexamethylphosphoramide (2.5 mL). Stir the reaction mixture at 80° C. overnight. Cool the mixture down to room temperature and load onto a Varian MegaElut® SCX cartridge (5 gram cartridge prewashed with methanol). Rinse with methanol to remove impurities then elute crude product with 2 M NH3 in met... The reactants are OC1=C(C(=CC(=C1)O)O)C(C)=O (2',4',6'-trihydroxyacetophenone), C(C)(C)N(C(C)C)CC (N,N-diisopropylethylamine), COCCl (chloromethyl methyl ether). The solvent is O1CCCC1 (tetrahydrofuran). Conditions: time 4 hour. The product is COCC(=O)C1=CC=CC=C1 (methoxyacetophenone), 2'-hydroxy-4',6'. Yield: 41.4%. Reaction SMILES: O[C:2]1[CH:7]=[C:6](O)[CH:5]=[C:4](O)[C:3]=1[C:10](=[O:12])[CH3:11].C(N(CC)C(C)C)(C)C.[CH3:22][O:23]CCl>O1CCCC1>[CH3:22][O:23][CH2:11][C:10]([C:3]1[CH:4]=[CH:5][CH:6]=[CH:7][CH:2]=1)=[O:12]. Reported procedure: In 200 ml of anhydrous tetrahydrofuran were dissolved 30 g of 2',4',6'-trihydroxyacetophenone and 115.0 g of N,N-diisopropylethylamine, and 50.2 g of chloromethyl methyl ether was gradually added to the solution under ice cooling over a period of 20 minutes and the reaction mixture was stirred under ice cooling for 1 hour and at room temperature for 4 hours to effect reaction. After the reaction, the reaction mixture was extracted with 3 l of ether, and the ether layer was washed with water (500... The reactants are Cc1cc(OC(=O)OC(C)(C)C)ccc1O, OC(CCCl)c1ccccc1, C1CCOC1, c1ccc(P(c2ccccc2)c2ccccc2)cc1. The product is Cc1cc(OC(=O)OC(C)(C)C)ccc1OC(CCCl)c1ccccc1. Reaction SMILES: [C:12]([CH3:13])([CH3:14])([CH3:15])[O:16][C:17](=[O:18])[O:19][c:20]1[cH:21][c:22]([CH3:27])[c:23]([OH:26])[cH:24][cH:25]1.[Cl:1][CH2:2][CH2:3][CH:4]([OH:5])[c:6]1[cH:7][cH:8][cH:9][cH:10][cH:11]1.[O:47]1[CH2:48][CH2:49][CH2:50][CH2:51]1.[c:28]1([P:29]([c:30]2[cH:31][cH:32][cH:33][cH:34][cH:35]2)[c:36]2[cH:37][cH:38][cH:39][cH:40][cH:41]2)[cH:42][cH:43][cH:44][cH:45][cH:46]1>>[Cl:1][CH2:2][CH2:3][CH:4]([O:5][c:23]1[c:22]([CH3:27])[cH:21][c:20]([O:19][C:17]([O:16][C:12]([CH3:13])([CH3:14])[CH3:15])=[O:18])[cH:25][cH:24]1)[c:6]1[cH:7][cH:8][cH:9][cH:10][cH:11]1. Starting materials: CCN(C(C)C)C(C)C (DIEA), CC=1C(=NNC1)C(=O)O (4-methyl-1H-pyrazole-3-carboxylic acid), C=1C=CC2=C(C1)N=NN2O (HOBT), CCN=C=NCCCN(C)C (EDCI), CNC (dimethylamine). Solvent: CN(C)C=O (DMF). Reaction conditions: time 16 hour. Product: CN(C(=O)C1=NNC=C1C)C (N,N,4-Trimethyl-1H-pyrazole-3-carboxamide). Isolated yield 90.6%. Reaction SMILES: [CH3:1][C:2]1[C:3]([C:7]([OH:9])=O)=[N:4][NH:5][CH:6]=1.C1C=CC2N(O)N=NC=2C=1.C[CH2:21][N:22]=[C:23]=NCCCN(C)C.CCN(C(C)C)C(C)C.CNC>CN(C=O)C>[CH3:21][N:22]([CH3:23])[C:7]([C:3]1[C:2]([CH3:1])=[CH:6][NH:5][N:4]=1)=[O:9]. Procedure details: To a mixture of 4-methyl-1H-pyrazole-3-carboxylic acid (1.00 g, 7.93 mmol), HOBT (1.07 g, 7.93 mmol) and EDCI (2.27 g, 11.89 mmol) in DMF (10 mL) was added DIEA (2.74 mL, 15.86 mmol). After the mixture was stirred at room temperature for 16 hours, dimethylamine (2M in THF, 11.89 mL, 23.79 mmol) was added. The mixture was stirred at room temperature for 3 hours, then partitioned between EtOAc (300 mL) and water (30 mL). The organics was washed with brine (3×30 mL) and the combined aqueous materia... The reactants are C1CCOC1, COC(=O)c1ccc2cncn2c1Cl, C[Si](C)(C)[N-][Si](C)(C)C, Nc1ccc(I)cc1F, [Li+]. The product is COC(=O)c1ccc2cncn2c1Nc1ccc(I)cc1F. As a reaction SMILES: [CH2:34]1[O:35][CH2:36][CH2:37][CH2:38]1.[CH3:10][O:11][C:12](=[O:13])[c:14]1[cH:15][cH:16][c:17]2[n:18]([c:19]1[Cl:20])[cH:21][n:22][cH:23]2.[CH3:24][Si:25]([N-:26][Si:27]([CH3:28])([CH3:29])[CH3:30])([CH3:31])[CH3:32].[F:1][c:2]1[c:3]([NH2:4])[cH:5][cH:6][c:7]([I:9])[cH:8]1.[Li+:33]>>[F:1][c:2]1[c:3]([NH:4][c:19]2[c:14]([C:12]([O:11][CH3:10])=[O:13])[cH:15][cH:16][c:17]3[n:18]2[cH:21][n:22][cH:23]3)[cH:5][cH:6][c:7]([I:9])[cH:8]1. Procedure details: Borane-pyridine (available from Aldrich) is added to a suspension of 2-(4-nitrobenzyl)-3,6,9,12-tetraoxo-1,4,7,10-tetraazacyclododecane in pyridine. The mixture is heated under reflux at 120° C. for 14 hours. The solvent is removed under reduced pressure. The residue is taken up in methanol and heated under reflux for 2 hours. The solvent is removed under reduced pressure. The residue is dissolved in methanol and re-evaporated. The solid residue is purified by chromatography on reverse phase Bak... Conditions: temperature 120 celsius. Reactants: N1=CC=CC=C1.B (Borane-pyridine), [N+](=O)([O-])C1=CC=C(CC2NC(CNC(CNC(CNC2=O)=O)=O)=O)C=C1 (2-(4-nitrobenzyl)-3,6,9,12-tetraoxo-1,4,7,10-tetraazacyclododecane). The solvent is N1=CC=CC=C1 (pyridine). RXN SMILES: N1C=CC=CC=1.B.[N+:8]([C:11]1[CH:33]=[CH:32][C:14]([CH2:15][CH:16]2[C:27](=O)[NH:26][CH2:25][C:24](=O)[NH:23][CH2:22][C:21](=O)[NH:20][CH2:19][C:18](=O)[NH:17]2)=[CH:13][CH:12]=1)([O-:10])=[O:9]>N1C=CC=CC=1>[N+:8]([C:11]1[CH:33]=[CH:32][C:14]([CH2:15][C@H:16]2[CH2:27][NH:26][CH2:25][CH2:24][NH:23][CH2:22][CH2:21][NH:20][CH2:19][CH2:18][NH:17]2)=[CH:13][CH:12]=1)([O-:10])=[O:9] |f:0.1|. Product: [N+](=O)([O-])C1=CC=C(C[C@@H]2NCCNCCNCCNC2)C=C1 ((S)-2-(p-nitrobenzyl)-1,4,7,10-tetraazacyclododecane).